Dataset: the Open Reaction Database (ORD), a public repository of structured organic reaction records. Task: describe an organic reaction: reactants, conditions, products, and yield Reactants: C=CCOc1ccccc1OCC1CO1, CCO, O=C1NCCCN1C1CCNCC1. Yields the product C=CCOc1ccccc1OCC(O)CN1CCC(N2CCCNC2=O)CC1. Reaction SMILES: [CH2:1]([CH:2]=[CH2:3])[O:4][c:5]1[c:6]([O:7][CH2:8][CH:9]2[CH2:10][O:11]2)[cH:12][cH:13][cH:14][cH:15]1.[CH3:29][CH2:30][OH:31].[NH:16]1[CH2:17][CH2:18][CH:19]([N:22]2[C:23](=[O:28])[NH:24][CH2:25][CH2:26][CH2:27]2)[CH2:20][CH2:21]1>>[CH2:1]([CH:2]=[CH2:3])[O:4][c:5]1[c:6]([O:7][CH2:8][CH:9]([CH2:10][N:16]2[CH2:17][CH2:18][CH:19]([N:22]3[C:23](=[O:28])[NH:24][CH2:25][CH2:26][CH2:27]3)[CH2:20][CH2:21]2)[OH:11])[cH:12][cH:13][cH:14][cH:15]1. Starting materials: CO, O=C(C1CCC=CC1c1ccccc1)N1CC(CN2CCC(c3ccccc3)CC2)C(c2ccccc2)C1. Yields the product O=C(C1CCCCC1c1ccccc1)N1CC(CN2CCC(c3ccccc3)CC2)C(c2ccccc2)C1. As a reaction SMILES: [CH3:39][OH:40].[c:1]1([CH:7]2[CH:8]([C:13](=[O:14])[N:15]3[CH2:16][CH:17]([CH2:26][N:27]4[CH2:28][CH2:29][CH:30]([c:33]5[cH:34][cH:35][cH:36][cH:37][cH:38]5)[CH2:31][CH2:32]4)[CH:18]([c:20]4[cH:21][cH:22][cH:23][cH:24][cH:25]4)[CH2:19]3)[CH2:9][CH2:10][CH:11]=[CH:12]2)[cH:2][cH:3][cH:4][cH:5][cH:6]1>>[c:1]1([CH:7]2[CH:8]([C:13](=[O:14])[N:15]3[CH2:16][CH:17]([CH2:26][N:27]4[CH2:28][CH2:29][CH:30]([c:33]5[cH:34][cH:35][cH:36][cH:37][cH:38]5)[CH2:31][CH2:32]4)[CH:18]([c:20]4[cH:21][cH:22][cH:23][cH:24][cH:25]4)[CH2:19]3)[CH2:9][CH2:10][CH2:11][CH2:12]2)[cH:2][cH:3][cH:4][cH:5][cH:6]1. The reactants are NC1=C2C(=NC=N1)N(N=C2I)C(C)C=2OC1=CC=CC=C1C(C2C2=CC(=CC=C2)F)=O (2-(1-(4-amino-3-iodo-1H-pyrazolo[3,4-d]pyrimidin-1-yl)ethyl)-3-(3-fluorophenyl)-4H-chromen-4-one), O (water), COC=1C=C(C=C(C1)OC)B(O)O (3,5-dimethoxy phenyl boronic acid), C([O-])([O-])=O.[Na+].[Na+] (sodium carbonate). Reagents/catalysts: C1(=CC=CC=C1)P([C-]1C=CC=C1)C1=CC=CC=C1.[C-]1(C=CC=C1)P(C1=CC=CC=C1)C1=CC=CC=C1.[Fe+2] (1,1′-Bis(diphenylphosphino)ferrocene), Cl[Pd]Cl (dichloropalladium(II)). Solvent: COCCOC (DME). Run at temperature 90 celsius. Yields the product NC1=C2C(=NC=N1)N(N=C2C2=CC(=CC(=C2)OC)OC)C(C)C=2OC1=CC=CC=C1C(C2C2=CC(=CC=C2)F)=O (2-(1-(4-amino-3-(3,5-dimethoxyphenyl)-1H-pyrazolo[3,4-d]pyrimidin-1-yl)ethyl)-3-(3-fluorophenyl)-4H-chromen-4-one). RXN SMILES: [NH2:1][C:2]1[N:7]=[CH:6][N:5]=[C:4]2[N:8]([CH:12]([C:14]3[O:15][C:16]4[C:21]([C:22](=[O:31])[C:23]=3[C:24]3[CH:29]=[CH:28][CH:27]=[C:26]([F:30])[CH:25]=3)=[CH:20][CH:19]=[CH:18][CH:17]=4)[CH3:13])[N:9]=[C:10](I)[C:3]=12.O.[CH3:33][O:34][C:35]1[CH:36]=[C:37](B(O)O)[CH:38]=[C:39]([O:41][CH3:42])[CH:40]=1.C(=O)([O-])[O-].[Na+].[Na+]>COCCOC.C1(P(C2C=CC=CC=2)[C-]2C=CC=C2)C=CC=CC=1.[C-]1(P(C2C=CC=CC=2)C2C=CC=CC=2)C=CC=C1.[Fe+2].Cl[Pd]Cl>[NH2:1][C:2]1[N:7]=[CH:6][N:5]=[C:4]2[N:8]([CH:12]([C:14]3[O:15][C:16]4[C:21]([C:22](=[O:31])[C:23]=3[C:24]3[CH:29]=[CH:28][CH:27]=[C:26]([F:30])[CH:25]=3)=[CH:20][CH:19]=[CH:18][CH:17]=4)[CH3:13])[N:9]=[C:10]([C:37]3[CH:36]=[C:35]([O:34][CH3:33])[CH:40]=[C:39]([O:41][CH3:42])[CH:38]=3)[C:3]=12 |f:3.4.5,7.8.9|. Reported procedure: To a solution of example 57c (100 mg, 0.190 mmol) in DME (1 ml), and water (0.5 ml), 3,5-dimethoxy phenyl boronic acid (0.209 mmol) and sodium carbonate (40 mg, 0.380 mmol) were added and the system was degassed for 5 min. 1,1′-Bis(diphenylphosphino)ferrocene]dichloropalladium(II) (27.8 mg, 0.038 mmol) was added under nitrogen atmosphere and the mixture was heated to 90° C. at a microwave reactor for 15 min. LC-MS analysis indicated the total consumption of example 57c, then ethyl acetate (2 ml)...